From a dataset of the Open Reaction Database (ORD), a public repository of structured organic reaction records. describe an organic reaction: reactants, conditions, products, and yield RXN SMILES: [CH3:1][O:2][C:3]([NH:5][C@@H:6]([CH:58]([CH3:60])C)[C:7]([N:9]1[C@H:14]([C:15]2[NH:19][C:18]3[C:20]4[C:25]([CH:26]=[CH:27][C:17]=3[N:16]=2)=[CH:24][C:23]([C:28]2[CH:29]=[C:30]3[C:54](=[CH:55][CH:56]=2)[C:34]2[NH:35][C:36]([C@@H:38]5[CH2:42][CH2:41][CH2:40][N:39]5[C:43](=[O:53])[C@@H:44]([NH:48][C:49](=[O:52])[O:50][CH3:51])[CH:45]([CH3:47])[CH3:46])=[N:37][C:33]=2[CH:32]=[CH:31]3)=[CH:22][CH:21]=4)[C@@H:13]2[CH2:57][C@H:10]1[CH2:11][CH2:12]2)=[O:8])=[O:4].[CH3:61][O:62]C(N[C@@H](C(C)C)C(O)=O)=O>>[CH3:1][O:2][C:3]([NH:5][C@@H:6]([C@H:58]([O:62][CH3:61])[CH3:60])[C:7]([N:9]1[C@H:14]([C:15]2[NH:19][C:18]3[C:20]4[C:25]([CH:26]=[CH:27][C:17]=3[N:16]=2)=[CH:24][C:23]([C:28]2[CH:29]=[C:30]3[C:54](=[CH:55][CH:56]=2)[C:34]2[NH:35][C:36]([C@@H:38]5[CH2:42][CH2:41][CH2:40][N:39]5[C:43](=[O:53])[C@@H:44]([NH:48][C:49](=[O:52])[O:50][CH3:51])[CH:45]([CH3:47])[CH3:46])=[N:37][C:33]=2[CH:32]=[CH:31]3)=[CH:22][CH:21]=4)[C@@H:13]2[CH2:57][C@H:10]1[CH2:11][CH2:12]2)=[O:8])=[O:4]. Yields the product COC(=O)N[C@H](C(=O)N1[C@@H]2CC[C@H]([C@H]1C1=NC3=C(N1)C1=CC=C(C=C1C=C3)C=3C=C1C=CC4=C(NC(=N4)[C@H]4N(CCC4)C([C@H](C(C)C)NC(OC)=O)=O)C1=CC3)C2)[C@@H](C)OC (Methyl (S)-1-((S)-2-(2′-((1R,3S,4S)-2-((2S,3R)-2-methoxycarbonylamino-3-methoxybutanoyl)-2-azabicyclo[2.2.1]heptan-3-yl)-1H,1′H-7,7′-binaphtho[1,2-d]imidazol-2-yl)pyrrolidin-1-yl)-3-methyl-1-oxobutan-2-ylcarbamate). Procedure: Title compound was prepared by methods analogous to those described for methyl (S)-1-((S)-2-(2′-((1R,3S,4S)-2-((S)-2-methoxycarbonylamino-3-methylbutanoyl)-2-azabicyclo[2.2.1]heptan-3-yl)-1H,1′H-7,7′-binaphtho[1,2-d]imidazol-2-yl)pyrrolidin-1-yl)-3-methyl-1-oxobutan-2-ylcarbamate, substituting (2S,3R)-3-methoxy-2-(methoxycarbonylamino)butanoic acid for (S)-2-(methoxycarbonylamino)-3-methylbutanoic acid. (ESI) m/z 830 [M+H]+. The reactants are COC(=O)N[C@H](C(=O)N1[C@@H]2CC[C@H]([C@H]1C1=NC3=C(N1)C1=CC=C(C=C1C=C3)C=3C=C1C=CC4=C(NC(=N4)[C@H]4N(CCC4)C([C@H](C(C)C)NC(OC)=O)=O)C1=CC3)C2)C(C)C (methyl (S)-1-((S)-2-(2′-((1R,3S,4S)-2-((S)-2-methoxycarbonylamino-3-methylbutanoyl)-2-azabicyclo[2.2.1]heptan-3-yl)-1H,1′H-7,7′-binaphtho[1,2-d]imidazol-2-yl)pyrrolidin-1-yl)-3-methyl-1-oxobutan-2-ylcarbamate), COC(=O)N[C@H](C(=O)O)C(C)C ((S)-2-(methoxycarbonylamino)-3-methylbutanoic acid).